From a dataset of the Open Reaction Database (ORD), a public repository of structured organic reaction records. describe an organic reaction: reactants, conditions, products, and yield Product: [N+](=O)([O-])C=1C=C(OCC2NCCC2)C=C(C1)C(F)(F)F (2-(3-nitro-5-trifluoromethyl-phenoxymethyl)-pyrrolidine). Run at time 1 hour. Procedure details: 1-Boc-2-(3-nitro-5-trifluoromethyl-phenoxymethyl)-pyrrolidine (2.35 g) was dissolved in CH2Cl2 (60 ml) and TFA (20 ml) was added. After stirring for 1 h at RT, the mixture was concentrated in vacuo to yield 2-(3-nitro-5-trifluoromethyl-phenoxymethyl)-pyrrolidine as an oil that solidified upon standing. The material was used as is without further purification. RXN SMILES: C([N:8]1[CH2:12][CH2:11][CH2:10][CH:9]1[CH2:13][O:14][C:15]1[CH:20]=[C:19]([C:21]([F:24])([F:23])[F:22])[CH:18]=[C:17]([N+:25]([O-:27])=[O:26])[CH:16]=1)(OC(C)(C)C)=O.C(O)(C(F)(F)F)=O>C(Cl)Cl>[N+:25]([C:17]1[CH:16]=[C:15]([CH:20]=[C:19]([C:21]([F:24])([F:22])[F:23])[CH:18]=1)[O:14][CH2:13][CH:9]1[CH2:10][CH2:11][CH2:12][NH:8]1)([O-:27])=[O:26]. Solvent: C(Cl)Cl (CH2Cl2). Starting materials: C(=O)(OC(C)(C)C)N1C(CCC1)COC1=CC(=CC(=C1)C(F)(F)F)[N+](=O)[O-] (1-Boc-2-(3-nitro-5-trifluoromethyl-phenoxymethyl)-pyrrolidine), C(=O)(C(F)(F)F)O (TFA). Run in C(CCCC)O (n-pentanol). Starting materials: NC=1C=C(C(=O)O)C=C(C1OC1=CC=CC=C1)S(N)(=O)=O (3-amino-4-phenoxy-5-sulphamyl-benzoic acid), S(O)(O)(=O)=O (sulphuric acid). Reaction SMILES: [NH2:1][C:2]1[CH:3]=[C:4]([CH:8]=[C:9]([S:18](=[O:21])(=[O:20])[NH2:19])[C:10]=1[O:11][C:12]1[CH:17]=[CH:16][CH:15]=[CH:14][CH:13]=1)[C:5]([OH:7])=[O:6].S(=O)(=O)(O)O>C(O)CCCC>[CH2:9]([NH:1][C:2]1[CH:3]=[C:4]([CH:8]=[C:9]([S:18](=[O:21])(=[O:20])[NH2:19])[C:10]=1[O:11][C:12]1[CH:17]=[CH:16][CH:15]=[CH:14][CH:13]=1)[C:5]([O:7][CH2:14][CH2:13][CH2:12][CH2:17][CH3:16])=[O:6])[CH2:10][CH2:2][CH2:3][CH3:4]. Procedure: A mixture of 3-amino-4-phenoxy-5-sulphamyl-benzoic acid (6 g), n-pentanol (60 ml), and conc. sulphuric acid (0.5 ml) was refluxed for 24 hours. After cooling, the precipitated n-pentyl 3-n-pentylamino-4-phenoxy-5-sulphamyl-benzoate was isolated by filtration and recrystallized from n-pentanol. After drying in vacuo, the compound was obtained with a melting point of 138°-139°C. The product is C(CCCC)NC=1C=C(C(=O)OCCCCC)C=C(C1OC1=CC=CC=C1)S(N)(=O)=O (n-pentyl 3-n-pentylamino-4-phenoxy-5-sulphamyl-benzoate). Starting materials: CC=1C(=NC=C(C1)C)N1CCN(CC1)C(=O)C1=CC=C(C=C1)I ([4-(3,5-dimethylpyridin-2-yl)piperazin-1-yl](4-iodophenyl)methanone), C1(=CC=CC=C1)[C@H]1NS(CC1)(=O)=O ((S)-3-phenylisothiazolidine 1,1-dioxide). The product is CC=1C(=NC=C(C1)C)N1CCN(CC1)C(=O)C1=CC=C(C=C1)N1S(CC[C@H]1C1=CC=CC=C1)(=O)=O ((S)-[4-(3,5-dimethylpyridin-2-yl)piperazin-1-yl][4-(1,1-dioxo-3-phenyl-1λ6-isothiazolidin-2-yl)phenyl]methanone). The yield is 56.1%. As a reaction SMILES: [CH3:1][C:2]1[C:3]([N:9]2[CH2:14][CH2:13][N:12]([C:15]([C:17]3[CH:22]=[CH:21][C:20](I)=[CH:19][CH:18]=3)=[O:16])[CH2:11][CH2:10]2)=[N:4][CH:5]=[C:6]([CH3:8])[CH:7]=1.[C:24]1([C@@H:30]2[CH2:34][CH2:33][S:32](=[O:36])(=[O:35])[NH:31]2)[CH:29]=[CH:28][CH:27]=[CH:26][CH:25]=1>>[CH3:1][C:2]1[C:3]([N:9]2[CH2:14][CH2:13][N:12]([C:15]([C:17]3[CH:22]=[CH:21][C:20]([N:31]4[C@H:30]([C:24]5[CH:29]=[CH:28][CH:27]=[CH:26][CH:25]=5)[CH2:34][CH2:33][S:32]4(=[O:35])=[O:36])=[CH:19][CH:18]=3)=[O:16])[CH2:11][CH2:10]2)=[N:4][CH:5]=[C:6]([CH3:8])[CH:7]=1. Reported procedure: Using [4-(3,5-dimethylpyridin-2-yl)piperazin-1-yl](4-iodophenyl)methanone (421 mg) described in Preparation Example 113 and (S)-3-phenylisothiazolidine 1,1-dioxide (197 mg) described in Preparation Example 27 and by the reaction and treatment in the same manner as in Example 1, the title compound (275 mg) was obtained. The product is O=C1NC(=O)C(=Cc2cc3ccccc3nc2S(=O)c2ccc(Cl)cc2)S1. The reactants are CO, O=C1NC(=O)C(=Cc2cc3ccccc3nc2Sc2ccc(Cl)cc2)S1, ClCCl, O=C(OO)c1cccc(Cl)c1. As a reaction SMILES: [CH3:41][OH:42].[Cl:1][c:2]1[cH:3][cH:4][c:5]([S:8][c:9]2[n:10][c:11]3[cH:12][cH:13][cH:14][cH:15][c:16]3[cH:17][c:18]2[CH:19]=[C:20]2[C:21](=[O:26])[NH:22][C:23](=[O:25])[S:24]2)[cH:6][cH:7]1.[Cl:38][CH2:39][Cl:40].[OH:27][O:28][C:29]([c:30]1[cH:31][c:32]([Cl:33])[cH:34][cH:35][cH:36]1)=[O:37]>>[Cl:1][c:2]1[cH:3][cH:4][c:5]([S:8]([c:9]2[n:10][c:11]3[cH:12][cH:13][cH:14][cH:15][c:16]3[cH:17][c:18]2[CH:19]=[C:20]2[C:21](=[O:26])[NH:22][C:23](=[O:25])[S:24]2)=[O:27])[cH:6][cH:7]1. The reactants are C(C)(C)(C)OC(N(N1C=CC=C1)CC1=C(C=CC=C1)Cl)=O ((2-chloro-benzyl)-pyrrol-1-yl-carbamic acid tert-butyl ester), C(C)OC(C(C(=O)OCC)C(=O)OCC)=O (2-ethoxycarbonyl-malonic acid diethyl ester). Yields the product C(C)OC(=O)C1=C(C=2N(N(C1=O)CC1=C(C=CC=C1)Cl)C=CC2)O (1-(2-Chloro-benzyl)-4-hydroxy-2-oxo-1,2-dihydro-pyrrolo[1,2-b]pyridazine-3-carboxylic acid ethyl ester). As a reaction SMILES: C(O[C:6](=[O:21])[N:7]([CH2:13][C:14]1[CH:19]=[CH:18][CH:17]=[CH:16][C:15]=1[Cl:20])[N:8]1[CH:12]=[CH:11][CH:10]=[CH:9]1)(C)(C)C.[CH2:22]([O:24][C:25](=[O:37])[CH:26](C(OCC)=O)[C:27](OCC)=[O:28])[CH3:23]>>[CH2:22]([O:24][C:25]([C:26]1[C:6](=[O:21])[N:7]([CH2:13][C:14]2[CH:19]=[CH:18][CH:17]=[CH:16][C:15]=2[Cl:20])[N:8]2[CH:9]=[CH:10][CH:11]=[C:12]2[C:27]=1[OH:28])=[O:37])[CH3:23]. Procedure details: Prepared according to the thermal cyclization condition used in Example 1 step c) from (2-chloro-benzyl)-pyrrol-1-yl-carbamic acid tert-butyl ester (1.0 eq.) and 2-ethoxycarbonyl-malonic acid diethyl ester (3.0 eq.). ESI (m/z): 347 (M+H)+. The reactants are C(C)OC(=O)C=1OC2=C(C1)C=C(C=C2)Br (5-bromo-benzofuran-2-carboxylic acid ethyl ester), C(C)[Mg]Br (ethyl magnesium bromide), C1CCOC1 (THF). Reaction conditions: time 2 hour. The product is BrC=1C=CC2=C(C=C(O2)C(CC)(CC)O)C1 (3-(5-Bromo-benzofuran-2-yl)-pentan-3-ol). The yield is 88.0%. Reaction SMILES: C(O[C:4]([C:6]1[O:7][C:8]2[CH:14]=[CH:13][C:12]([Br:15])=[CH:11][C:9]=2[CH:10]=1)=[O:5])C.[CH2:16]([Mg]Br)[CH3:17].[CH2:20]1COC[CH2:21]1>>[Br:15][C:12]1[CH:13]=[CH:14][C:8]2[O:7][C:6]([C:4]([OH:5])([CH2:16][CH3:17])[CH2:20][CH3:21])=[CH:10][C:9]=2[CH:11]=1. Procedure: To a stirred solution of 5-bromo-benzofuran-2-carboxylic acid ethyl ester (24.3 g, 90.3 mmol) in THF (300 mL) at −40° C. is added ethyl magnesium bromide (90.3 mL, 3.0 M). The reaction is allowed to warm to RT and stirred for 2 h before quenched with water and HCl (1.0 M) till pH˜2. The THF is removed in vacuum and the mixture is extracted with EtOAc (200 mL, 100 mL). The organic layer is dried over Na2SO4, concentrated, purified on column chromatography (10-15% EtOAc/Hex), to give the title com... The solvent is C(C)O (ethanol). As a reaction SMILES: [NH2:1][C:2]1[CH:10]=[C:9]([F:11])[CH:8]=[CH:7][C:3]=1[C:4](O)=[O:5].C1COCC1.B.C1COCC1>C(O)C>[NH2:1][C:2]1[CH:10]=[C:9]([F:11])[CH:8]=[CH:7][C:3]=1[CH2:4][OH:5] |f:2.3|. Run at temperature 23 celsius, time 4 hour. Yields the product NC1=C(CO)C=CC(=C1)F (2-amino-4-fluorobenzyl alcohol). Isolated yield 74.2%. Starting materials: NC1=C(C(=O)O)C=CC(=C1)F (2-amino-4-fluorobenzoic acid), C1CCOC1 (THF), B.C1CCOC1 (borane THF). Procedure: To a solution of 2-amino-4-fluorobenzoic acid (3.00 g, 19.3 mmol) and THF (40 mL) at 0° C. under argon, borane-THF complex (1M THF solution, 77.0 mmol) was added dropwise over 30 min. After complete addition, the reaction was warmed to 23° C. After 4 h, the reaction mixture was added slowly (5 min) to ethanol (77 mL). After 20 min, the reaction was concentrated in vacuo, diluted with sat'd NaHCO3 (100 mL), extracted with ethyl acetate (2×100 mL), washed with brine (1×100 mL), and dried (MgSO4). ...